From a dataset of the Open Reaction Database (ORD), a public repository of structured organic reaction records. describe an organic reaction: reactants, conditions, products, and yield Reactants: COP(OC)OC (trimethylphosphite), [I-].[K+] (potassium iodide), CC(=O)C (acetone), ClCC(C)=O (chloroacetone). Solvent: C(C)#N (acetonitrile). Conditions: temperature 20 celsius, time 6 hour. Product: O=C(CP(OC)(OC)=O)C (dimethyl 2-oxopropylphosphonate). Yield: 71.0%. As a reaction SMILES: [I-].[K+].[CH3:3][C:4]([CH3:6])=[O:5].ClCC(=O)C.[CH3:12][O:13][P:14]([O:17]C)[O:15][CH3:16]>C(#N)C>[O:5]=[C:4]([CH3:6])[CH2:3][P:14](=[O:17])([O:15][CH3:16])[O:13][CH3:12] |f:0.1|. Procedure details: A 2-liter eggplant type flask was charged with 179.2 g (1.081 mol) of potassium iodide, 300 ml of acetone and 250 ml of acetonitrile, to which 100 g (1.081 mol) of chloroacetone were added, thereby forming a white suspension. Further, 134 g (1,081 tool) of trimethylphosphite were added to stir the resulting mixture for 6 hours at 20° C. and for 4 hours at 50° C. After the thus-obtained solution was filtered through Celite, the solvent was distilled off to obtain a product in the form of a brown ... Product: CCOC(=O)N1CCN(CCCCN)CC1. Starting materials: [BH4-], CCOC(=O)N1CCN(CCCC#N)CC1, CO, Cl, [Na+]. As a reaction SMILES: [BH4-:17].[C:1](#[N:2])[CH2:3][CH2:4][CH2:5][N:6]1[CH2:7][CH2:8][N:9]([C:12](=[O:13])[O:14][CH2:15][CH3:16])[CH2:10][CH2:11]1.[CH3:20][OH:21].[ClH:19].[Na+:18]>>[CH2:1]([NH2:2])[CH2:3][CH2:4][CH2:5][N:6]1[CH2:7][CH2:8][N:9]([C:12](=[O:13])[O:14][CH2:15][CH3:16])[CH2:10][CH2:11]1. Starting materials: FC1(C(N(C2=CC=CC=C12)CCCN1CCC2(C(N(CN2C2=CC=CC=C2)CC=2C=C(C(=O)OC(C)(C)C)C=CC2)=O)CC1)=O)F (tert-butyl 3-((8-(3-(3,3-difluoro-2-oxoindolin-1-yl)propyl)-4-oxo-1-phenyl-1,3,8-triazaspiro[4.5]decan-3-yl)methyl)benzoate). Solvent: Cl (hydrogen chloride), O1CCOCC1 (dioxane). The product is acetate salt, FC1(C(N(C2=CC=CC=C12)CCCN1CCC2(C(N(CN2C2=CC=CC=C2)CC=2C=C(C(=O)O)C=CC2)=O)CC1)=O)F (3-((8-(3-(3,3-difluoro-2-oxoindolin-1-yl)propyl)-4-oxo-1-phenyl-1,3,8-triazaspiro[4.5]decan-3-yl)methyl)benzoic acid). Yield: 41.8%. RXN SMILES: [F:1][C:2]1([F:46])[C:10]2[C:5](=[CH:6][CH:7]=[CH:8][CH:9]=2)[N:4]([CH2:11][CH2:12][CH2:13][N:14]2[CH2:44][CH2:43][C:17]3([N:21]([C:22]4[CH:27]=[CH:26][CH:25]=[CH:24][CH:23]=4)[CH2:20][N:19]([CH2:28][C:29]4[CH:30]=[C:31]([CH:39]=[CH:40][CH:41]=4)[C:32]([O:34]C(C)(C)C)=[O:33])[C:18]3=[O:42])[CH2:16][CH2:15]2)[C:3]1=[O:45]>Cl.O1CCOCC1>[F:46][C:2]1([F:1])[C:10]2[C:5](=[CH:6][CH:7]=[CH:8][CH:9]=2)[N:4]([CH2:11][CH2:12][CH2:13][N:14]2[CH2:15][CH2:16][C:17]3([N:21]([C:22]4[CH:23]=[CH:24][CH:25]=[CH:26][CH:27]=4)[CH2:20][N:19]([CH2:28][C:29]4[CH:30]=[C:31]([CH:39]=[CH:40][CH:41]=4)[C:32]([OH:34])=[O:33])[C:18]3=[O:42])[CH2:43][CH2:44]2)[C:3]1=[O:45]. Procedure details: A solution of tert-butyl 3-((8-(3-(3,3-difluoro-2-oxoindolin-1-yl)propyl)-4-oxo-1-phenyl-1,3,8-triazaspiro[4.5]decan-3-yl)methyl)benzoate (210 mg, 0.333 mmol, 1 equiv) in 4M hydrogen chloride solution in dioxane was stirred at ambient temperature for 4 h. The mixture was concentrated in vacuo and the crude residue was purified using preparatory high performance liquid chromatography to afford the acetate salt of the title compound as a white solid (80 mg, 42%); 1H NMR (400 MHz, DMSO-d6): δ 1.64 ... Starting materials: [N+](=O)([O-])C1=CC=C(C(C(=O)O)=C1)O (5-nitrosalicylic acid), C=1C=CC2=C(C1)N=NN2O (HOBt), CC(N=C=NC(C)C)C (DIC), amino polystyrene resin, polystyrene resin. The product is [N+](=O)([O-])C1=C(C=CC=C1)O (Nitrophenol). As a reaction SMILES: [N+:1]([C:4]1[CH:12]=[C:8](C(O)=O)[C:7](O)=[CH:6][CH:5]=1)([O-:3])=[O:2].C1C=CC2N([OH:23])N=NC=2C=1.CC(C)N=C=NC(C)C>>[N+:1]([C:4]1[CH:12]=[CH:8][CH:7]=[CH:6][C:5]=1[OH:23])([O-:3])=[O:2]. Procedure: This material was prepared from 5-nitrosalicylic acid (1c) (1 g, 5.46 mmol), HOBt (1 g, 7.4 mmol), DIC (1,3-diisopropylcarbodiimide, 1 mL, 6.4 mmol), and an amino polystyrene resin (1 g, 1.2 mmol) using a procedure similar to polystyrene resin (PS-2a). Reactants: O=C([O-])[O-], COCCOC, CC(C)(C)OC(=O)N1CC=C(B2OC(C)(C)C(C)(C)O2)CC1, Nc1ccc(Oc2ccnc3cc(I)sc23)c(F)c1, [Na+], [Na+], c1ccc(P(c2ccccc2)(c2ccccc2)[Pd](P(c2ccccc2)(c2ccccc2)c2ccccc2)(P(c2ccccc2)(c2ccccc2)c2ccccc2)P(c2ccccc2)(c2ccccc2)c2ccccc2)cc1. Yields the product CC(C)(C)OC(=O)N1CC=C(c2cc3nccc(Oc4ccc(N)cc4F)c3s2)CC1. Reaction SMILES: [C:42](=[O:43])([O-:44])[O-:45].[CH3:125][O:126][CH2:127][CH2:128][O:129][CH3:130].[CH3:20][C:21]1([CH3:22])[C:23]([CH3:24])([CH3:25])[O:26][B:27]([C:28]2=[CH:29][CH2:30][N:31]([C:34](=[O:35])[O:36][C:37]([CH3:38])([CH3:39])[CH3:40])[CH2:32][CH2:33]2)[O:41]1.[F:1][c:2]1[cH:3][c:4]([NH2:5])[cH:6][cH:7][c:8]1[O:9][c:10]1[c:11]2[c:12]([n:13][cH:14][cH:15]1)[cH:16][c:17]([I:19])[s:18]2.[Na+:46].[Na+:47].[cH:48]1[cH:49][cH:50][c:51]([P:52]([Pd:53]([P:54]([c:55]2[cH:56][cH:57][cH:58][cH:59][cH:60]2)([c:61]2[cH:62][cH:63][cH:64][cH:65][cH:66]2)[c:67]2[cH:68][cH:69][cH:70][cH:71][cH:72]2)([P:73]([c:74]2[cH:75][cH:76][cH:77][cH:78][cH:79]2)([c:80]2[cH:81][cH:82][cH:83][cH:84][cH:85]2)[c:86]2[cH:87][cH:88][cH:89][cH:90][cH:91]2)[P:92]([c:93]2[cH:94][cH:95][cH:96][cH:97][cH:98]2)([c:99]2[cH:100][cH:101][cH:102][cH:103][cH:104]2)[c:105]2[cH:106][cH:107][cH:108][cH:109][cH:110]2)([c:111]2[cH:112][cH:113][cH:114][cH:115][cH:116]2)[c:117]2[cH:118][cH:119][cH:120][cH:121][cH:122]2)[cH:123][cH:124]1>>[F:1][c:2]1[cH:3][c:4]([NH2:5])[cH:6][cH:7][c:8]1[O:9][c:10]1[c:11]2[c:12]([n:13][cH:14][cH:15]1)[cH:16][c:17]([C:28]1=[CH:29][CH2:30][N:31]([C:34](=[O:35])[O:36][C:37]([CH3:38])([CH3:39])[CH3:40])[CH2:32][CH2:33]1)[s:18]2.